describe an organic reaction: reactants, conditions, products, and yield From a dataset of the Open Reaction Database (ORD), a public repository of structured organic reaction records. Starting materials: C1CCOC1, COC(=O)c1cc(OCCF)cc(OCCF)c1, CCO, [Na+], [OH-]. Yields the product O=C(O)c1cc(OCCF)cc(OCCF)c1. RXN SMILES: [CH2:21]1[O:22][CH2:23][CH2:24][CH2:25]1.[CH3:1][O:2][C:3]([c:4]1[cH:5][c:6]([O:14][CH2:15][CH2:16][F:17])[cH:7][c:8]([O:10][CH2:11][CH2:12][F:13])[cH:9]1)=[O:18].[CH3:26][CH2:27][OH:28].[Na+:20].[OH-:19]>>[O:2]=[C:3]([c:4]1[cH:5][c:6]([O:14][CH2:15][CH2:16][F:17])[cH:7][c:8]([O:10][CH2:11][CH2:12][F:13])[cH:9]1)[OH:18]. The reactants are C(C)OC(C(C(O)C1=CC(=C(C=C1)OCC1=CC=CC=C1)C)OC)=O (3-(4-Benzyloxy-3-methyl-phenyl)-3-hydroxy-2-methoxy-propionic acid ethyl ester), S(=O)(=O)(C)Cl (Mesylchloride). The reagents and catalysts are CN(C)C=1C=CN=CC1 (DMAP). Run in CCOCC (ether), ClCCl (dichloromethane). The product is C(C)OC(C(=CC1=CC(=C(C=C1)OCC1=CC=CC=C1)C)OC)=O (4-Benzyloxy-3-methyl-phenyl-2-methoxy-acrylic acid ethyl ester). RXN SMILES: [CH2:1]([O:3][C:4](=[O:25])[CH:5]([O:23][CH3:24])[CH:6]([C:8]1[CH:13]=[CH:12][C:11]([O:14][CH2:15][C:16]2[CH:21]=[CH:20][CH:19]=[CH:18][CH:17]=2)=[C:10]([CH3:22])[CH:9]=1)O)[CH3:2].S(Cl)(C)(=O)=O>CN(C1C=CN=CC=1)C.ClCCl.CCOCC>[CH2:1]([O:3][C:4](=[O:25])[C:5]([O:23][CH3:24])=[CH:6][C:8]1[CH:13]=[CH:12][C:11]([O:14][CH2:15][C:16]2[CH:17]=[CH:18][CH:19]=[CH:20][CH:21]=2)=[C:10]([CH3:22])[CH:9]=1)[CH3:2]. Procedure details: A mixture of 3-(4-Benzyloxy-3-methyl-phenyl)-3-hydroxy-2-methoxy-propionic acid ethyl ester (1 eq), Mesylchloride (1 eq) triethylamine (4 eq) and a catalytic amount of DMAP (0.1 eq) in dichloromethane was stirred at room temperature over night. The reaction mixture was diluted with ether and washed with HCl 1N. Dried and concentrated in vacuo to give a residue which was chromatographed in silica gel to yield the title compound.